The task is: describe an organic reaction: reactants, conditions, products, and yield. This data is from the Open Reaction Database (ORD), a public repository of structured organic reaction records. The reactants are ClC=1C=C2C(=C(N(C2=CC1)S(=O)(=O)C1=CC=CC=C1)C(=O)OCC)S(=O)(=O)Cl (ethyl 5-chloro-3-(chlorosulfonyl)-1-(phenylsulfonyl)-1H-indole-2-carboxylate), OC1CNC1 (3-hydroxyazetidine), IC=1C=C2C(=C(N(C2=CC1)S(=O)(=O)C1=CC=CC=C1)C(=O)OCC)S(=O)(=O)Cl (ethyl 5-iodo-3-(chlorosulfonyl)-1-(phenylsulfonyl)-1H-indole-2-carboxylate), N1CCOCC1 (morpholine). Yields the product OC1CN(C1)S(=O)(=O)C1=C(NC2=CC=C(C=C12)I)C(=O)N (3-[(3-Hydroxyazetidin-1-yl)sulfonyl]-5-iodo-1H-indole-2-carboxamide). Reaction SMILES: ClC1C=C2[C:8](=CC=1)[N:7](S(C1C=CC=CC=1)(=O)=O)[C:6]([C:20]([O:22]CC)=O)=C2S(Cl)(=O)=O.[I:29][C:30]1[CH:31]=[C:32]2[C:36](=[CH:37][CH:38]=1)[N:35](S(C1C=CC=CC=1)(=O)=O)[C:34]([C:48]([O:50]CC)=O)=[C:33]2[S:53](Cl)(=[O:55])=[O:54].[NH:57]1CCOCC1.OC1CNC1>>[OH:22][CH:20]1[CH2:6][N:7]([S:53]([C:33]2[C:32]3[C:36](=[CH:37][CH:38]=[C:30]([I:29])[CH:31]=3)[NH:35][C:34]=2[C:48]([NH2:57])=[O:50])(=[O:54])=[O:55])[CH2:8]1. Procedure details: Following the procedures described in Steps D and E of Example 1, replacing in Step D ethyl 5-chloro-3-(chlorosulfonyl)-1-(phenylsulfonyl)-1H-indole-2-carboxylate with ethyl 5-iodo-3-(chlorosulfonyl)-1-(phenylsulfonyl)-1H-indole-2-carboxylate, and morpholine with 3-hydroxyazetidine, the title compound was obtained. Proton NMR for the product was consistent with the titled compound. ESI+MS: 421.88 [M+H]+. Starting materials: CN(C=1OC(=NN1)C(=O)OCC)C (2-dimethylamino-5-ethoxycarbonyl-1,3,4-oxadiazole), B (borane), NCCS (cysteamine). Yields the product CN(C=1OC(=NN1)CSCCN)C (2-[(2-dimethylamino-1,3,4-oxadiazol-5-yl)methylthio]ethylamine). RXN SMILES: [CH3:1][N:2]([CH3:13])[C:3]1[O:4][C:5]([C:8](OCC)=O)=[N:6][N:7]=1.B.[NH2:15][CH2:16][CH2:17][SH:18]>>[CH3:13][N:2]([CH3:1])[C:3]1[O:4][C:5]([CH2:8][S:18][CH2:17][CH2:16][NH2:15])=[N:6][N:7]=1. Procedure details: When 2-dimethylamino-5-ethoxycarbonyl-1,3,4-oxadiazole [prepared according to the procedure described in Org. Magn. Resonance, 6, 144 (1974)] is hydrolyzed and reduced with borane as described in Example 58, Step A, and then is reacted with cysteamine according to the procedure described in Example 60, Step A, there is produced 2-[(2-dimethylamino-1,3,4-oxadiazol-5-yl)methylthio]ethylamine. The reactants are [I-].[Li+] (Lithium iodide), ClC=1C=CC2=C(CC(C(C(N2)=O)(CC=C)C(=O)OC)C2=CC=C(C=C2)OC)C1 (7-chloro-1,3,4,5-tetrahydro-3-(methoxycarbonyl)-4-(4-methoxyphenyl)-3-(2-propenyl)-2H-1-benzazepin-2-one), C(C)(=O)OCC (ethyl acetate). The reagents and catalysts are O (water). The solvent is N1=CC=CC=C1 (pyridine). Run at time 8 hour. Product: ClC=1C=CC2=C(CC(C(C(N2)=O)CC=C)C2=CC=C(C=C2)OC)C1 (7-Chloro-1,3,4,5-tetrahydro-4-(4-methoxyphenyl)-3-(2-propenyl)-2H-1-benzazepin-2-one). Isolated yield 90.5%. RXN SMILES: [I-].[Li+].[Cl:3][C:4]1[CH:5]=[CH:6][C:7]2[NH:13][C:12](=[O:14])[C:11](C(OC)=O)([CH2:15][CH:16]=[CH2:17])[CH:10]([C:22]3[CH:27]=[CH:26][C:25]([O:28][CH3:29])=[CH:24][CH:23]=3)[CH2:9][C:8]=2[CH:30]=1.C(OCC)(=O)C>N1C=CC=CC=1.O>[Cl:3][C:4]1[CH:5]=[CH:6][C:7]2[NH:13][C:12](=[O:14])[CH:11]([CH2:15][CH:16]=[CH2:17])[CH:10]([C:22]3[CH:23]=[CH:24][C:25]([O:28][CH3:29])=[CH:26][CH:27]=3)[CH2:9][C:8]=2[CH:30]=1 |f:0.1|. Reported procedure: Lithium iodide (0.90 g; 6.7 mmole) was added to 7-chloro-1,3,4,5-tetrahydro-3-(methoxycarbonyl)-4-(4-methoxyphenyl)-3-(2-propenyl)-2H-1-benzazepin-2-one (670 mg; 1.68 mmole) in pyridine (5 ml), three drops of water were added, and the mixture was refluxed with stirring overnight. The solution was dissolved into ethyl acetate and washed with 1N hydrochloric acid (three times). The organic layer was dried (magnesium sulfate) and concentrated. The crude, brownish solid was dissolved into ethyl acet... Starting materials: [N-]=[N+]=[N-].[Na+] (sodium azide), COC(C1=C(C=C(C=C1)CBr)C1=C(C=CC=C1)C)=O (4-bromomethyl-2-(2-methylphenyl)benzoic acid methyl ester). The solvent is CN(C)C=O (DMF), CN(C)C=O (DMF), CCOC(=O)C (EtOAc). Reaction conditions: time 8 hour. Product: COC(C1=C(C=C(C=C1)CN=[N+]=[N-])C1=C(C=CC=C1)C)=O (4-Azidomethyl-2-(2-methylphenyl)benzoic acid methyl ester). RXN SMILES: [N-:1]=[N+:2]=[N-:3].[Na+].[CH3:5][O:6][C:7](=[O:23])[C:8]1[CH:13]=[CH:12][C:11]([CH2:14]Br)=[CH:10][C:9]=1[C:16]1[CH:21]=[CH:20][CH:19]=[CH:18][C:17]=1[CH3:22]>CN(C=O)C.CCOC(C)=O>[CH3:5][O:6][C:7](=[O:23])[C:8]1[CH:13]=[CH:12][C:11]([CH2:14][N:1]=[N+:2]=[N-:3])=[CH:10][C:9]=1[C:16]1[CH:21]=[CH:20][CH:19]=[CH:18][C:17]=1[CH3:22] |f:0.1|. Procedure: To a stirred mixture at 0° C. under N2 of sodium azide (1.47 g, 22.6 mmol) in anhydrous DMF (30 mL) was added a solution of 4-bromomethyl-2-(2-methylphenyl)benzoic acid methyl ester (6.00 g, 18.8 mmol), prepared as in Example 1178A-D, in anhydrous DMF (10 mL). Reaction stirred overnight at room temperature. Reaction diluted with EtOAc and washed with water and brine. Organic layer dried with Na2SO4, filtered, and concentrated in vacuo. Starting materials: CN(C)C1CC(CO)N(C(=O)OC(C)(C)C)C1, C1CCOC1, CC(C)OC(=O)N=NC(=O)OC(C)C, COC(=O)c1ccc(O)cc1, c1ccc(P(c2ccccc2)c2ccccc2)cc1. The product is COC(=O)c1ccc(OCC2CC(N(C)C)CN2C(=O)OC(C)(C)C)cc1. Reaction SMILES: [C:1]([CH3:2])([CH3:3])([CH3:4])[O:5][C:6](=[O:7])[N:8]1[CH:9]([CH2:16][OH:17])[CH2:10][CH:11]([N:13]([CH3:14])[CH3:15])[CH2:12]1.[CH2:62]1[O:63][CH2:64][CH2:65][CH2:66]1.[O:48]=[C:49]([O:50][CH:51]([CH3:52])[CH3:53])[N:54]=[N:55][C:56]([O:57][CH:58]([CH3:59])[CH3:60])=[O:61].[OH:18][c:19]1[cH:20][cH:21][c:22]([C:23](=[O:24])[O:25][CH3:26])[cH:27][cH:28]1.[c:29]1([P:30]([c:31]2[cH:32][cH:33][cH:34][cH:35][cH:36]2)[c:37]2[cH:38][cH:39][cH:40][cH:41][cH:42]2)[cH:43][cH:44][cH:45][cH:46][cH:47]1>>[C:1]([CH3:2])([CH3:3])([CH3:4])[O:5][C:6](=[O:7])[N:8]1[CH:9]([CH2:16][O:17][c:19]2[cH:20][cH:21][c:22]([C:23](=[O:24])[O:25][CH3:26])[cH:27][cH:28]2)[CH2:10][CH:11]([N:13]([CH3:14])[CH3:15])[CH2:12]1. Starting materials: CCN=C=NCCCN(C)C, CCOC(C)=O, CC(C)CC(NC(=O)C1CCCCC1)C(O)C(=O)O, Cl, NNc1ccccc1, O, On1nnc2ccccc21. The product is CC(C)CC(NC(=O)C1CCCCC1)C(O)C(=O)NNc1ccccc1. As a reaction SMILES: [CH2:39]([N:40]=[C:41]=[N:42][CH2:43][CH2:44][CH2:45][N:46]([CH3:47])[CH3:48])[CH3:49].[CH3:50][CH2:51][O:52][C:53](=[O:54])[CH3:55].[CH:1]1([C:7](=[O:8])[NH:9][CH:10]([CH:11]([C:12](=[O:13])[OH:14])[OH:15])[CH2:16][CH:17]([CH3:18])[CH3:19])[CH2:2][CH2:3][CH2:4][CH2:5][CH2:6]1.[ClH:38].[NH2:20][NH:21][c:22]1[cH:23][cH:24][cH:25][cH:26][cH:27]1.[OH2:56].[OH:28][n:29]1[c:30]2[cH:31][cH:32][cH:33][cH:34][c:35]2[n:36][n:37]1>>[CH:1]1([C:7](=[O:8])[NH:9][CH:10]([CH:11]([C:12](=[O:14])[NH:20][NH:21][c:22]2[cH:23][cH:24][cH:25][cH:26][cH:27]2)[OH:15])[CH2:16][CH:17]([CH3:18])[CH3:19])[CH2:2][CH2:3][CH2:4][CH2:5][CH2:6]1. Starting materials: NC1=C2C=CC=NC2=CC=C1SC (5-Amino-6-methylthioquinoline), C(CCCCCCC\C=C/CCCCCCCC)(=O)Cl (oleoyl chloride). Product: CSC=1C(=C2C=CC=NC2=CC1)NC(CCCCCCC\C=C/CCCCCCCC)=O (N-(6-methylthioquinolin-5-yl)oleamide). Reaction SMILES: [NH2:1][C:2]1[C:11]([S:12][CH3:13])=[CH:10][CH:9]=[C:8]2[C:3]=1[CH:4]=[CH:5][CH:6]=[N:7]2.[C:14](Cl)(=[O:32])[CH2:15][CH2:16][CH2:17][CH2:18][CH2:19][CH2:20][CH2:21]/[CH:22]=[CH:23]\[CH2:24][CH2:25][CH2:26][CH2:27][CH2:28][CH2:29][CH2:30][CH3:31]>>[CH3:13][S:12][C:11]1[C:2]([NH:1][C:14](=[O:32])[CH2:15][CH2:16][CH2:17][CH2:18][CH2:19][CH2:20][CH2:21]/[CH:22]=[CH:23]\[CH2:24][CH2:25][CH2:26][CH2:27][CH2:28][CH2:29][CH2:30][CH3:31])=[C:3]2[C:8](=[CH:9][CH:10]=1)[N:7]=[CH:6][CH:5]=[CH:4]2. Procedure details: 5-Amino-6-methylthioquinoline, prepared as described in Example 34, and commercially available oleoyl chloride were coupled to give the title compound according to the procedure described in Example 25. Mass psectrum m/e: 454.3 (M+). Yields the product Cc1[nH]cnc1CSCCNc1ncc(Cc2ccn(C)c(=O)c2)c(=O)[nH]1. The reactants are Cc1[nH]cnc1CSCCN, CCO, Cn1ccc(Cc2cnc(N[N+](=O)[O-])[nH]c2=O)cc1=O. RXN SMILES: [CH3:1][c:2]1[c:3]([CH2:7][S:8][CH2:9][CH2:10][NH2:11])[n:4][cH:5][nH:6]1.[CH3:32][CH2:33][OH:34].[N+:12]([NH:13][c:16]1[n:17][cH:18][c:19]([CH2:23][c:24]2[cH:25][c:26](=[O:31])[n:27]([CH3:30])[cH:28][cH:29]2)[c:20](=[O:22])[nH:21]1)([O-:14])=[O:15]>>[CH3:1][c:2]1[c:3]([CH2:7][S:8][CH2:9][CH2:10][NH:11][c:16]2[n:17][cH:18][c:19]([CH2:23][c:24]3[cH:25][c:26](=[O:31])[n:27]([CH3:30])[cH:28][cH:29]3)[c:20](=[O:22])[nH:21]2)[n:4][cH:5][nH:6]1. Starting materials: Cc1cccc(NC(=O)CN2CCN(c3ccccc3[N+](=O)[O-])CC2)c1, CO, [H][H]. The product is Cc1cccc(NC(=O)CN2CCN(c3ccccc3N)CC2)c1. RXN SMILES: [CH3:1][c:2]1[cH:3][c:4]([NH:8][C:9]([CH2:10][N:11]2[CH2:12][CH2:13][N:14]([c:17]3[c:18]([N+:23]([O-:24])=[O:25])[cH:19][cH:20][cH:21][cH:22]3)[CH2:15][CH2:16]2)=[O:26])[cH:5][cH:6][cH:7]1.[CH3:29][OH:30].[H:27][H:28]>>[CH3:1][c:2]1[cH:3][c:4]([NH:8][C:9]([CH2:10][N:11]2[CH2:12][CH2:13][N:14]([c:17]3[c:18]([NH2:23])[cH:19][cH:20][cH:21][cH:22]3)[CH2:15][CH2:16]2)=[O:26])[cH:5][cH:6][cH:7]1. The reactants are Fc1ccc(CCCBr)cc1, CC(=O)O, [K+], [K+], O=C([O-])[O-], CN(C)C=O, O, O=C(O)c1cccnc1S. Product: O=C(O)c1cccnc1SCCCc1ccc(F)cc1. Reaction SMILES: [Br:17][CH2:18][CH2:19][CH2:20][c:21]1[cH:22][cH:23][c:24]([F:27])[cH:25][cH:26]1.[CH3:28][C:29](=[O:30])[OH:31].[K+:1].[K+:2].[O-:3][C:4]([O-:5])=[O:6].[O:32]=[CH:33][N:34]([CH3:35])[CH3:36].[OH2:37].[SH:7][c:8]1[c:9]([C:10](=[O:11])[OH:12])[cH:13][cH:14][cH:15][n:16]1>>[S:7]([c:8]1[c:9]([C:10](=[O:11])[OH:12])[cH:13][cH:14][cH:15][n:16]1)[CH2:18][CH2:19][CH2:20][c:21]1[cH:22][cH:23][c:24]([F:27])[cH:25][cH:26]1.